Dataset: the Open Reaction Database (ORD), a public repository of structured organic reaction records. Task: describe an organic reaction: reactants, conditions, products, and yield Reactants: C(C)S (Ethanethiol), [H-].[Na+] (sodium hydride), CN(C)C=O (DMF), S1C=C(C=C1)C=1C=NN2C1N=CC(=C2)C2=CC=C(C=C2)OC (3-(3-thienyl)-6-(4-methoxyphenyl) pyrazolo(1,5-A)pyrimidine). Run in O (water). Reaction conditions: temperature 150 celsius, time 15 minute. Product: S1C=C(C=C1)C=1C=NN2C1N=CC(=C2)C2=CC=C(C=C2)O (3-(3-thienyl)-6-(4-hydroxyphenyl)pyrazolo(1,5-A)pyrimidine). Yield: 23.4%. Reaction SMILES: C(S)C.[H-].[Na+].CN(C=O)C.[S:11]1[CH:15]=[CH:14][C:13]([C:16]2[CH:17]=[N:18][N:19]3[CH:24]=[C:23]([C:25]4[CH:30]=[CH:29][C:28]([O:31]C)=[CH:27][CH:26]=4)[CH:22]=[N:21][C:20]=23)=[CH:12]1>O>[S:11]1[CH:15]=[CH:14][C:13]([C:16]2[CH:17]=[N:18][N:19]3[CH:24]=[C:23]([C:25]4[CH:30]=[CH:29][C:28]([OH:31])=[CH:27][CH:26]=4)[CH:22]=[N:21][C:20]=23)=[CH:12]1 |f:1.2|. Procedure: Ethanethiol (30 mg, 36 uL) was added dropwise over 1 min to a suspension of sodium hydride (23 mg, 0.98 mmol) in 10 dry DMF (2 mL) under argon. After 15 min, the compound of example 2 (50 mg, 0.16 mmol) was added and the reaction mixture was heated at 150° C. for 1.5 h. The resulting brown solution was cooled, poured into water (25 mL) and washed with ethyl acetate (2×25 mL). The combined organics were dried (Na2SO4), is concentrated, and purified by flash chromatography (40% EtOAc/Hexanes) to g... The reactants are NC1=C(C=NN1C1=CC=C(C=C1)F)C(=O)NCC(C(F)(F)F)(CNC)O (5-amino-1-(4-fluorophenyl)-N-{3,3,3-trifluoro-2-hydroxy-2-[(methylamino)methyl]propyl}-1H-pyrazole-4-carboxamide), ClC1=C(C(=O)Cl)C(=CC=C1)Cl (2,6-dichlorobenzoyl chloride), C(C)(C)N(CC)C(C)C (diisopropylethylamine). Solvent: O1CCCC1 (tetrahydrofuran). Reaction conditions: time 20 minute. Product: C(C)(=O)[O-] (acetate), NC1=C(C=NN1C1=CC=C(C=C1)F)C(=O)NCC(C(F)(F)F)(O)CN(C)C(=O)C1=C(C=CC=C1Cl)Cl (5-Amino-N-(2-{[[(2,6-dichlorophenyl)carbonyl](methyl)amino]methyl}-3,3,3-trifluoro-2-hydroxypropyl)-1-(4-fluorophenyl)-1H-pyrazole-4-carboxamide). Yield: 135.2%. Reaction SMILES: [NH2:1][C:2]1[N:6]([C:7]2[CH:12]=[CH:11][C:10]([F:13])=[CH:9][CH:8]=2)[N:5]=[CH:4][C:3]=1[C:14]([NH:16][CH2:17][C:18]([OH:26])([CH2:23][NH:24][CH3:25])[C:19]([F:22])([F:21])[F:20])=[O:15].C(N(C(C)C)CC)(C)C.[Cl:36][C:37]1[CH:45]=[CH:44][CH:43]=[C:42]([Cl:46])[C:38]=1[C:39](Cl)=[O:40]>O1CCCC1>[C:18]([O-:26])(=[O:40])[CH3:23].[NH2:1][C:2]1[N:6]([C:7]2[CH:8]=[CH:9][C:10]([F:13])=[CH:11][CH:12]=2)[N:5]=[CH:4][C:3]=1[C:14]([NH:16][CH2:17][C:18]([CH2:23][N:24]([C:39]([C:38]1[C:37]([Cl:36])=[CH:45][CH:44]=[CH:43][C:42]=1[Cl:46])=[O:40])[CH3:25])([OH:26])[C:19]([F:22])([F:21])[F:20])=[O:15]. Procedure: To a solution of 5-amino-1-(4-fluorophenyl)-N-{3,3,3-trifluoro-2-hydroxy-2-[(methylamino)methyl]propyl}-1H-pyrazole-4-carboxamide (56 mg, 0.15 mmol) in anhydrous tetrahydrofuran (2 ml) cooled in ice was added diisopropylethylamine (0.052 ml, 0.3 mmol) followed by 2,6-dichlorobenzoyl chloride (0.023 ml, 0.164 mmol). After 20 minutes, the mixture was removed from the ice and left at 21° C. for 19 hours. The mixture was blown down, the residue was dissolved in dichloromethane (3 ml) and washed with... The reactants are FC=1C(=C(C(=O)O)C=CC1F)NC1=C(C=C(C=C1)I)F (3,4-difluoro-2-[(2-fluoro-4-iodophenyl)amino]benzoic acid), O=C1CN(C1)C(=O)OC(C)(C)C (tert-butyl 3-oxoazetidine-1-carboxylate), N1CC(C1)N1CC(CC1)N(C)C (1-(azetidin-3-yl)-N,N-dimethylpyrrolidin-3-amine), N1CCC1 (azetidine). Yields the product FC=1C(=C(C=CC1F)C(=O)N1CC(C1)N(CCC1=NC=CC=C1)C)NC1=C(C=C(C=C1)I)F (1-({3,4-difluoro-2-[(2-fluoro-4-iodophenyl)amino]phenyl}carbonyl)-N-methyl-N-(2-pyridin-2-ylethyl)azetidin-3-amine). As a reaction SMILES: [F:1][C:2]1[C:3]([NH:12][C:13]2[CH:18]=[CH:17][C:16]([I:19])=[CH:15][C:14]=2[F:20])=[C:4]([CH:8]=[CH:9][C:10]=1[F:11])[C:5]([OH:7])=O.[NH:21]1[CH2:24][CH:23]([N:25]2[CH2:29][CH2:28][CH:27]([N:30]([CH3:32])C)[CH2:26]2)[CH2:22]1.N1C[CH2:35][CH2:34]1.O=[C:38]1CN(C(OC(C)(C)C)=O)C1>>[F:1][C:2]1[C:3]([NH:12][C:13]2[CH:18]=[CH:17][C:16]([I:19])=[CH:15][C:14]=2[F:20])=[C:4]([C:5]([N:21]2[CH2:22][CH:23]([N:25]([CH3:38])[CH2:29][CH2:28][C:27]3[CH:26]=[CH:35][CH:34]=[CH:32][N:30]=3)[CH2:24]2)=[O:7])[CH:8]=[CH:9][C:10]=1[F:11]. Procedure details: The title compound was prepared by reacting 3,4-difluoro-2-[(2-fluoro-4-iodophenyl)amino]benzoic acid with 1-(azetidin-3-yl)-N,N-dimethylpyrrolidin-3-amine. The azetidine intermediate was preparedusing procedures similar to those described in Abdel-Magid, et. al., Tetrahedron Letters 1990, 31(39), 5595 starting with tert-butyl 3-oxoazetidine-1-carboxylate, which itself was prepared as described in Example 3. The title compound: 1H NMR (400 MHz, CD3OD): 8.50 (d, 1H), 7.94 (t, 1H), 7.50-7.30 (m, 5... The reactants are N1CCC(CC1)N1C(NC2=C(CC1)C=CC=C2)=O (3-piperidin-4-yl-1,3,4,5-tetrahydro-1,3-benzodiazepin-2-one), ClC1=NC=CC(=C1)C(=O)N1CCC2=CC=CC=C12 ((2-chloropyridin-4-yl)-(2,3-dihydro-indol-1-yl)-methanone), CCN(C(C)C)C(C)C (DIPEA), CN(C)C=O (DMF). Run in O (water). The product is N1(CCC2=CC=CC=C12)C(=O)C1=CC(=NC=C1)N1CCC(CC1)N1C(NC2=C(CC1)C=CC=C2)=O (3-[4′-(2,3-dihydroindole-1-carbonyl)-3,4,5,6-tetrahydro-2H-1,2′-bipyridinyl-4-yl]-1,3,4,5-tetrahydro-1,3-benzodiazepin-2-one). Reaction SMILES: [NH:1]1[CH2:6][CH2:5][CH:4]([N:7]2[CH2:13][CH2:12][C:11]3[CH:14]=[CH:15][CH:16]=[CH:17][C:10]=3[NH:9][C:8]2=[O:18])[CH2:3][CH2:2]1.Cl[C:20]1[CH:25]=[C:24]([C:26]([N:28]2[C:36]3[C:31](=[CH:32][CH:33]=[CH:34][CH:35]=3)[CH2:30][CH2:29]2)=[O:27])[CH:23]=[CH:22][N:21]=1.CCN(C(C)C)C(C)C.CN(C=O)C>O>[N:28]1([C:26]([C:24]2[CH:23]=[CH:22][N:21]=[C:20]([N:1]3[CH2:2][CH2:3][CH:4]([N:7]4[CH2:13][CH2:12][C:11]5[CH:14]=[CH:15][CH:16]=[CH:17][C:10]=5[NH:9][C:8]4=[O:18])[CH2:5][CH2:6]3)[CH:25]=2)=[O:27])[C:36]2[C:31](=[CH:32][CH:33]=[CH:34][CH:35]=2)[CH2:30][CH2:29]1. Procedure: 100 mg (0.41 mmol) 3-piperidin-4-yl-1,3,4,5-tetrahydro-1,3-benzodiazepin-2-one were added to 110 mg (0.43 mmol) (2-chloropyridin-4-yl)-(2,3-dihydro-indol-1-yl)-methanone and 3.0 mL (17.4 mmol) DIPEA. The reaction mixture was refluxed for 5 h with stirring. Then 1 mL DMF were added and the mixture was stirred overnight at 130 C. After cooling water was added, the precipitate formed was suction filtered and purified by preparative HPLC. The product fractions were combined and evaporated down i. va... Starting materials: O=C([O-])[O-], CC(=O)c1cccnc1, CO, Cl, [K+], [K+], CON, O. Product: CON=C(C)c1cccnc1. As a reaction SMILES: [C:14](=[O:15])([O-:16])[O-:17].[C:5]([CH3:6])(=[O:7])[c:8]1[cH:9][n:10][cH:11][cH:12][cH:13]1.[CH3:20][OH:21].[ClH:1].[K+:18].[K+:19].[O:2]([CH3:3])[NH2:4].[OH2:22]>>[O:2]([CH3:3])[N:4]=[C:5]([CH3:6])[c:8]1[cH:9][n:10][cH:11][cH:12][cH:13]1.